From a dataset of the Open Reaction Database (ORD), a public repository of structured organic reaction records. describe an organic reaction: reactants, conditions, products, and yield Reactants: step-ii, FC=1C=C(CN2N=CC(=C2)C2=CN(C3=NC=C(C=C32)C3=CC(=C(C=C3)N3CCN(CC3)C(=O)OC(C)(C)C)OC)S(=O)(=O)C3=CC=C(C)C=C3)C=CC1 (tert-butyl 4-(4-(3-(1-(3-fluorobenzyl)-1H-pyrazol-4-yl)-1-tosyl-1H-pyrrolo[2,3-b]pyridin-5-yl)-2-methoxyphenyl)piperazine-1-carboxylate), CO.Cl (methanol HCl). Solvent: C(C)OCC (diethyl ether). Yields the product Cl.FC=1C=C(CN2N=CC(=C2)C2=CN(C3=NC=C(C=C32)C3=CC(=C(C=C3)N3CCNCC3)OC)S(=O)(=O)C3=CC=C(C)C=C3)C=CC1 (3-(1-(3-fluorobenzyl)-1H-pyrazol-4-yl)-5-(3-methoxy-4-(piperazin-1-yl)phenyl)-1-tosyl-1H-pyrrolo[2,3-b]pyridine hydrochloride). Yield: 69.0%. Reaction SMILES: [F:1][C:2]1[CH:3]=[C:4]([CH:51]=[CH:52][CH:53]=1)[CH2:5][N:6]1[CH:10]=[C:9]([C:11]2[C:19]3[C:14](=[N:15][CH:16]=[C:17]([C:20]4[CH:25]=[CH:24][C:23]([N:26]5[CH2:31][CH2:30][N:29](C(OC(C)(C)C)=O)[CH2:28][CH2:27]5)=[C:22]([O:39][CH3:40])[CH:21]=4)[CH:18]=3)[N:13]([S:41]([C:44]3[CH:50]=[CH:49][C:47]([CH3:48])=[CH:46][CH:45]=3)(=[O:43])=[O:42])[CH:12]=2)[CH:8]=[N:7]1.CO.[ClH:56]>C(OCC)C>[ClH:56].[F:1][C:2]1[CH:3]=[C:4]([CH:51]=[CH:52][CH:53]=1)[CH2:5][N:6]1[CH:10]=[C:9]([C:11]2[C:19]3[C:14](=[N:15][CH:16]=[C:17]([C:20]4[CH:25]=[CH:24][C:23]([N:26]5[CH2:27][CH2:28][NH:29][CH2:30][CH2:31]5)=[C:22]([O:39][CH3:40])[CH:21]=4)[CH:18]=3)[N:13]([S:41]([C:44]3[CH:45]=[CH:46][C:47]([CH3:48])=[CH:49][CH:50]=3)(=[O:42])=[O:43])[CH:12]=2)[CH:8]=[N:7]1 |f:1.2,4.5|. Procedure details: Using similar reaction conditions as described in step-ii of example-7, tert-butyl 4-(4-(3-(1-(3-fluorobenzyl)-1H-pyrazol-4-yl)-1-tosyl-1H-pyrrolo[2,3-b]pyridin-5-yl)-2-methoxyphenyl)piperazine-1-carboxylate (190 mg, 0.257 mmol) was deprotected in methanol/HCl in diethyl ether (5/3 ml) to afford 120 mg (69.0% yield) of the titled compound. MS: m/z=637.3 (M+1). The reactants are Cl.O1CCOCC1 (hydrogen chloride dioxane), C(C1=CC=CC=C1)OC1=C(C=C(C=C1)C1=CC(=C(C=C1)F)C[C@@H](C(=O)OC)N(C)C([C@@H](CCCNC(=O)OCC1=CC=CC=C1)NC(=O)OC(C)(C)C)=O)C[C@@H](C(=O)OC1=C(C(=C(C(=C1F)F)F)F)F)NC(=O)OCC1=CC=CC=C1 (Pentafluorophenyl (2S)-3-(4-(benzyloxy)-3′-{(2S)-2-[{(2R)-5{[(benzyloxy)carbonyl]amino}-2-[(tert-butoxycarbonyl)amino]-pentanoyl}(methyl)amino]-3-methoxy-3-oxopropyl}-4′-fluorobi-phenyl-3-yl)-2-{[(benzyloxy)carbonyl]amino}propanoate). Solvent: O1CCOCC1 (dioxane). Reaction conditions: time 1 hour. Yields the product Cl.N[C@@H](C(=O)N([C@H](C(=O)OC)CC=1C=C(C=CC1F)C1=CC(=C(C=C1)OCC1=CC=CC=C1)C[C@@H](C(OC1=C(C(=C(C(=C1F)F)F)F)F)=O)NC(=O)OCC1=CC=CC=C1)C)CCCNC(=O)OCC1=CC=CC=C1 (Methyl (2S)-2-[((2R)-2-amino-5-{[(benzyloxy)carbonyl]amino}pen-tanoyl)(methyl)amino]-3-{4′-(benzyloxy)-3′-[(2S)-2-{[(benzyloxy)carbonyl]amino}-3-oxo-3-(pentafluorophenoxy)propyl]-4-fluo-robiphenyl-3-yl}propanoate hydrochloride). As a reaction SMILES: [ClH:1].O1CCOCC1.[CH2:8]([O:15][C:16]1[CH:21]=[CH:20][C:19]([C:22]2[CH:27]=[CH:26][C:25]([F:28])=[C:24]([CH2:29][C@H:30]([N:35]([C:37](=[O:61])[C@H:38]([NH:53]C(OC(C)(C)C)=O)[CH2:39][CH2:40][CH2:41][NH:42][C:43]([O:45][CH2:46][C:47]3[CH:52]=[CH:51][CH:50]=[CH:49][CH:48]=3)=[O:44])[CH3:36])[C:31]([O:33][CH3:34])=[O:32])[CH:23]=2)=[CH:18][C:17]=1[CH2:62][C@H:63]([NH:78][C:79]([O:81][CH2:82][C:83]1[CH:88]=[CH:87][CH:86]=[CH:85][CH:84]=1)=[O:80])[C:64]([O:66][C:67]1[C:72]([F:73])=[C:71]([F:74])[C:70]([F:75])=[C:69]([F:76])[C:68]=1[F:77])=[O:65])[C:9]1[CH:14]=[CH:13][CH:12]=[CH:11][CH:10]=1>O1CCOCC1>[ClH:1].[NH2:53][C@H:38]([CH2:39][CH2:40][CH2:41][NH:42][C:43]([O:45][CH2:46][C:47]1[CH:48]=[CH:49][CH:50]=[CH:51][CH:52]=1)=[O:44])[C:37]([N:35]([CH3:36])[C@@H:30]([CH2:29][C:24]1[CH:23]=[C:22]([C:19]2[CH:20]=[CH:21][C:16]([O:15][CH2:8][C:9]3[CH:10]=[CH:11][CH:12]=[CH:13][CH:14]=3)=[C:17]([CH2:62][C@H:63]([NH:78][C:79]([O:81][CH2:82][C:83]3[CH:84]=[CH:85][CH:86]=[CH:87][CH:88]=3)=[O:80])[C:64](=[O:65])[O:66][C:67]3[C:68]([F:77])=[C:69]([F:76])[C:70]([F:75])=[C:71]([F:74])[C:72]=3[F:73])[CH:18]=2)[CH:27]=[CH:26][C:25]=1[F:28])[C:31]([O:33][CH3:34])=[O:32])=[O:61] |f:0.1,4.5|. Reported procedure: 37 ml of a 4M hydrogen chloride-dioxane solution are added to a solution of 1.038 g (crude product, about 0.92 mmol) of pentafluorophenyl (2S)-3-(4-(benzyloxy)-3′-{(2S)-2-[{(2R)-5-{[(benzyloxy)carbonyl]amino}-2-[(tert-butoxycarbonyl)amino]-pentanoyl}(methyl)amino]-3-methoxy-3-oxopropyl}-4′-fluorobiphenyl-3-yl)-2-{[(benzyloxy)carbonyl]amino}propanoate (Example 21O) in 19 ml of anhydrous dioxane at 0° C. After 1 h at 0° C., the reaction solution is concentrated in vacuo, coevaporated several times...